From a dataset of the Open Reaction Database (ORD), a public repository of structured organic reaction records. describe an organic reaction: reactants, conditions, products, and yield Reactants: [OH-].[Na+] (NaOH), O1CCOC12C(CCCC2)C(=O)OC (methyl 1,4-dioxaspiro[4.5]decane-6-carboxylate), [H-].[H-].[H-].[H-].[Li+].[Al+3] (LiAlH4), O (H2O), O (H2O). Run in C1CCOC1 (THF). Run at time 8 hour. The product is O1CCOC12C(CCCC2)CO (1,4-dioxaspiro[4.5]dec-6-ylmethanol). RXN SMILES: [O:1]1[C:5]2([CH2:10][CH2:9][CH2:8][CH2:7][CH:6]2[C:11](OC)=[O:12])[O:4][CH2:3][CH2:2]1.[H-].[H-].[H-].[H-].[Li+].[Al+3].O.[OH-].[Na+]>C1COCC1>[O:1]1[C:5]2([CH2:10][CH2:9][CH2:8][CH2:7][CH:6]2[CH2:11][OH:12])[O:4][CH2:3][CH2:2]1 |f:1.2.3.4.5.6,8.9|. Procedure details: To a mixture of methyl 1,4-dioxaspiro[4.5]decane-6-carboxylate (3.00 g, 15.0 mmol) in THF (45 mL) at 0° C. was added LiAlH4 (2M in TI-IF (9.00 mL, 18.0 mmol) dropwise. The mixture was then allowed to warm to rt and stirred overnight. The mixture was then cooled to 0° C. and 1.36 mL of H2O was added very slowly. The reaction mixture was basified by adding 0.682 mL of 15% NaOH and then 3.41 mL of H2O. The resulting mixture was filtered through a pad of celite, washed with Et2O, and concentrated. T... Starting materials: O1C(CN2C(CC3(OCCO3)CC2(C)C)(C)C)C1 (8-(2,3-epoxypropyl)-7,7,9,9-tetramethyl-1,4-dioxa-8-azaspiro[4.5]decane), C(CCCCC(=O)O)(=O)O (adipic acid). The solvent is C=1(C(=CC=CC1)C)C (xylene). Product: OC(COC(CCCCC(=O)OCC(CN1C(CC2(OCCO2)CC1(C)C)(C)C)O)=O)CN1C(CC2(OCCO2)CC1(C)C)(C)C (Bis[2-hydroxy-3-(7,7,9,9-tetramethyl-1,4-dioxa-8-azaspiro[4.5]dec-8-yl)propyl]adipate). As a reaction SMILES: [O:1]1[CH2:18][CH:2]1[CH2:3][N:4]1[C:13]([CH3:15])([CH3:14])[CH2:12][C:7]2([O:11][CH2:10][CH2:9][O:8]2)[CH2:6][C:5]1([CH3:17])[CH3:16].[C:19]([OH:28])(=[O:27])[CH2:20][CH2:21][CH2:22][CH2:23][C:24]([OH:26])=[O:25]>C1(C)C(C)=CC=CC=1>[OH:1][CH:2]([CH2:3][N:4]1[C:5]([CH3:16])([CH3:17])[CH2:6][C:7]2([O:8][CH2:9][CH2:10][O:11]2)[CH2:12][C:13]1([CH3:14])[CH3:15])[CH2:18][O:25][C:24](=[O:26])[CH2:23][CH2:22][CH2:21][CH2:20][C:19]([O:28][CH2:18][CH:2]([OH:1])[CH2:3][N:4]1[C:5]([CH3:17])([CH3:16])[CH2:6][C:7]2([O:11][CH2:10][CH2:9][O:8]2)[CH2:12][C:13]1([CH3:15])[CH3:14])=[O:27]. Reported procedure: To 60 ml of xylene were added 10.0 g of 8-(2,3-epoxypropyl)-7,7,9,9-tetramethyl-1,4-dioxa-8-azaspiro[4.5]decane and 2.4 g of adipic acid and the mixture was refluxed for 16 hours, under stirring. After completion of the reaction, the residue obtained by removing xylene from the reaction mixture under a reduced pressure was purified by column chromatography on silica gel (eluent: benzene:ethyl acetate=1:1), giving the desired compound as pale yellow, viscous product. The compound showed Rf value ...